Task: describe an organic reaction: reactants, conditions, products, and yield. Dataset: the Open Reaction Database (ORD), a public repository of structured organic reaction records Starting materials: BrC=1C=C2C=C(N(C2=CC1)C(=O)OC(C)(C)C)C(=O)OC (1-tert-butyl 2-methyl 5-bromo-1H-indole-1,2-dicarboxylate), C[O-].C(CCC)[Sn+](CCCC)CCCC (tributyltin methoxide), C(=CC(C)=C)CC(=O)[O-] (isoprenylacetate), C1(=C(C=CC=C1)P(C1=C(C=CC=C1)C)C1=C(C=CC=C1)C)C (tri-o-tolylphosphine). Reagents/catalysts: C(C)(=O)[O-].[Pd+2].C(C)(=O)[O-] (palladium acetate). Solvent: C(C)(=O)OCC (ethyl acetate), [F-].[K+] (potassium fluoride), C1(=CC=CC=C1)C (toluene). Reaction conditions: temperature 100 celsius, time 8 hour. Yields the product O=C(CC=1C=C2C=C(N(C2=CC1)C(=O)OC(C)(C)C)C(=O)OC)C (1-tert-butyl 2-methyl 5-(2-oxopropyl)-1H-indole-1,2-dicarboxylate). Yield: 77.2%. As a reaction SMILES: Br[C:2]1[CH:3]=[C:4]2[C:8](=[CH:9][CH:10]=1)[N:7]([C:11]([O:13][C:14]([CH3:17])([CH3:16])[CH3:15])=[O:12])[C:6]([C:18]([O:20][CH3:21])=[O:19])=[CH:5]2.C[O-].[CH2:24]([Sn+](CCCC)CCCC)[CH2:25][CH2:26]C.C(CC([O-])=[O:44])=CC(=C)C.C1(C)C=CC=CC=1P(C1C=CC=CC=1C)C1C=CC=CC=1C>C1(C)C=CC=CC=1.C(OCC)(=O)C.[F-].[K+].C([O-])(=O)C.[Pd+2].C([O-])(=O)C>[O:44]=[C:25]([CH3:26])[CH2:24][C:2]1[CH:3]=[C:4]2[C:8](=[CH:9][CH:10]=1)[N:7]([C:11]([O:13][C:14]([CH3:17])([CH3:16])[CH3:15])=[O:12])[C:6]([C:18]([O:20][CH3:21])=[O:19])=[CH:5]2 |f:1.2,7.8,9.10.11|. Procedure: A solution of 1-tert-butyl 2-methyl 5-bromo-1H-indole-1,2-dicarboxylate (Preparation 18, 12.5 g, max 32.04 mmol), tributyltin methoxide (11.0 ml, 38.2 mmol), isoprenylacetate (5.3 ml, 48.1 mmol), palladium acetate (0.36 g, 5 mol %), tri-o-tolylphosphine (0.97 g, 10 mol %) in toluene (40 ml) was degassed and then heated at 100° C. for 8 hours. The reaction mixture was diluted with ethyl acetate (50 ml), 4M potassium fluoride (aqueous, 100 ml) and left to stir at room temperature overnight. The re... The reactants are Cc1scc2c1Nc1ccccc1NC2=O, Cc1ccccc1, O=C(Cl)Cl, ClCCl. The product is Cc1scc2c1N(C(=O)Cl)c1ccccc1NC2=O. RXN SMILES: [CH3:1][c:2]1[s:3][cH:4][c:5]2[c:6]1[NH:7][c:8]1[c:9]([cH:13][cH:14][cH:15][cH:16]1)[NH:10][C:11]2=[O:12].[CH3:24][c:25]1[cH:26][cH:27][cH:28][cH:29][cH:30]1.[Cl:17][C:18]([Cl:19])=[O:20].[Cl:21][CH2:22][Cl:23]>>[CH3:1][c:2]1[s:3][cH:4][c:5]2[c:6]1[N:7]([C:18]([Cl:17])=[O:20])[c:8]1[c:9]([cH:13][cH:14][cH:15][cH:16]1)[NH:10][C:11]2=[O:12].